This data is from the Open Reaction Database (ORD), a public repository of structured organic reaction records. The task is: describe an organic reaction: reactants, conditions, products, and yield The reactants are Clc1nc(Cl)nc(Cl)n1, NC(=O)C(NC(=O)C1SCCN1S(=O)(=O)c1ccc(-c2ccccc2)cc1)c1ccccc1, CN(C)C=O, O. Yields the product N#CC(NC(=O)C1SCCN1S(=O)(=O)c1ccc(-c2ccccc2)cc1)c1ccccc1. As a reaction SMILES: [Cl:34][c:35]1[n:36][c:37]([Cl:38])[n:39][c:40]([Cl:41])[n:42]1.[NH2:1][C:2]([CH:3]([c:4]1[cH:5][cH:6][cH:7][cH:8][cH:9]1)[NH:10][C:11](=[O:12])[CH:13]1[S:14][CH2:15][CH2:16][N:17]1[S:18](=[O:19])(=[O:20])[c:21]1[cH:22][cH:23][c:24](-[c:27]2[cH:28][cH:29][cH:30][cH:31][cH:32]2)[cH:25][cH:26]1)=[O:33].[O:44]=[CH:45][N:46]([CH3:47])[CH3:48].[OH2:43]>>[N:1]#[C:2][CH:3]([c:4]1[cH:5][cH:6][cH:7][cH:8][cH:9]1)[NH:10][C:11](=[O:12])[CH:13]1[S:14][CH2:15][CH2:16][N:17]1[S:18](=[O:19])(=[O:20])[c:21]1[cH:22][cH:23][c:24](-[c:27]2[cH:28][cH:29][cH:30][cH:31][cH:32]2)[cH:25][cH:26]1.